Dataset: the Open Reaction Database (ORD), a public repository of structured organic reaction records. Task: describe an organic reaction: reactants, conditions, products, and yield Starting materials: C(CCC)C1=NC2=C(N1CC1=CC=C(C=C1)C=1C(=CC=CC1)C(=O)OC(C)(C)C)C=C(C=C2)N(C(=O)OCC)CC2=CC=CC=C2 (tert.butyl 4'-[(2-n-butyl-6-(N-ethoxycarbonyl-benzylamino)-benzimidazol-1-yl)-methyl]biphenyl-2-carboxylate), FC(C(=O)O)(F)F (trifluoroacetic acid). The product is C(CCC)C1=NC2=C(N1CC1=CC=C(C=C1)C=1C(=CC=CC1)C(=O)O)C=C(C=C2)N(C(=O)OCC)CC2=CC=CC=C2 (4'-[(2-n-Butyl-6-(N-ethoxycarbonyl-benzylamino)-benzimidazol-1-yl)-methyl]biphenyl-2-carboxylic acid). As a reaction SMILES: [CH2:1]([C:5]1[N:9]([CH2:10][C:11]2[CH:16]=[CH:15][C:14]([C:17]3[C:18]([C:23]([O:25]C(C)(C)C)=[O:24])=[CH:19][CH:20]=[CH:21][CH:22]=3)=[CH:13][CH:12]=2)[C:8]2[CH:30]=[C:31]([N:34]([CH2:40][C:41]3[CH:46]=[CH:45][CH:44]=[CH:43][CH:42]=3)[C:35]([O:37][CH2:38][CH3:39])=[O:36])[CH:32]=[CH:33][C:7]=2[N:6]=1)[CH2:2][CH2:3][CH3:4].FC(F)(F)C(O)=O>>[CH2:1]([C:5]1[N:9]([CH2:10][C:11]2[CH:12]=[CH:13][C:14]([C:17]3[C:18]([C:23]([OH:25])=[O:24])=[CH:19][CH:20]=[CH:21][CH:22]=3)=[CH:15][CH:16]=2)[C:8]2[CH:30]=[C:31]([N:34]([CH2:40][C:41]3[CH:42]=[CH:43][CH:44]=[CH:45][CH:46]=3)[C:35]([O:37][CH2:38][CH3:39])=[O:36])[CH:32]=[CH:33][C:7]=2[N:6]=1)[CH2:2][CH2:3][CH3:4]. Reported procedure: Prepared in analogous manner to Example 9 from tert.butyl 4'-[(2-n-butyl-6-(N-ethoxycarbonyl-benzylamino)-benzimidazol-1-yl)-methyl]biphenyl-2-carboxylate and trifluoroacetic acid. Starting materials: CCn1nc(C(C)(C)C)cc1NC(=O)Oc1ccccc1, C1CCOC1, COc1cc2ncnc(Sc3cccc(N)c3)c2cc1OC, CCN(C(C)C)C(C)C. Yields the product CCn1nc(C(C)(C)C)cc1NC(=O)Nc1cccc(Sc2ncnc3cc(OC)c(OC)cc23)c1. RXN SMILES: [C:1]([CH3:2])([CH3:3])([CH3:4])[c:5]1[n:6][n:7]([CH2:20][CH3:21])[c:8]([NH:10][C:11]([O:12][c:13]2[cH:14][cH:15][cH:16][cH:17][cH:18]2)=[O:19])[cH:9]1.[CH2:53]1[O:54][CH2:55][CH2:56][CH2:57]1.[CH3:31][O:32][c:33]1[cH:34][c:35]2[c:36]([S:45][c:46]3[cH:47][c:48]([NH2:49])[cH:50][cH:51][cH:52]3)[n:37][cH:38][n:39][c:40]2[cH:41][c:42]1[O:43][CH3:44].[CH:22]([N:23]([CH2:24][CH3:25])[CH:26]([CH3:27])[CH3:28])([CH3:29])[CH3:30]>>[C:1]([CH3:2])([CH3:3])([CH3:4])[c:5]1[n:6][n:7]([CH2:20][CH3:21])[c:8]([NH:10][C:11](=[O:19])[NH:49][c:48]2[cH:47][c:46]([S:45][c:36]3[c:35]4[cH:34][c:33]([O:32][CH3:31])[c:42]([O:43][CH3:44])[cH:41][c:40]4[n:39][cH:38][n:37]3)[cH:52][cH:51][cH:50]2)[cH:9]1. The reactants are Br, COc1ccncc1[N+](=O)[O-], [Na+], [OH-], O. Yields the product O=[N+]([O-])c1cnccc1O. Reaction SMILES: [BrH:15].[CH3:1][O:2][c:3]1[c:4]([N+:9](=[O:10])[O-:11])[cH:5][n:6][cH:7][cH:8]1.[Na+:14].[OH-:13].[OH2:12]>>[OH:2][c:3]1[c:4]([N+:9](=[O:10])[O-:11])[cH:5][n:6][cH:7][cH:8]1. Reactants: C1(CCCCCC1)=NO (cycloheptanone oxime), ClC1=CC=C(C=C1)C=1CCN(CC1)CCCC(=O)OCC (ethyl 4-(4-(4-chlorophenyl)-1,2,3,6-tetrahydropyridin-1-yl)-n-butyrate). Yields the product ClC1=CC=C(C=C1)C=1CCN(CC1)CCCC1=C2C(=NO1)CCCCC2 (3-(3-(4-(4-chlorophenyl)-1,2,3,6-tetrahydropyridin-1-yl)propyl)-5,6,7,8-tetrahydro-4H-cyclohepta[c]isoxazole). As a reaction SMILES: [C:1]1(=[N:8][OH:9])[CH2:7][CH2:6][CH2:5][CH2:4][CH2:3][CH2:2]1.[Cl:10][C:11]1[CH:16]=[CH:15][C:14]([C:17]2[CH2:18][CH2:19][N:20]([CH2:23][CH2:24][CH2:25][C:26](OCC)=O)[CH2:21][CH:22]=2)=[CH:13][CH:12]=1>>[Cl:10][C:11]1[CH:16]=[CH:15][C:14]([C:17]2[CH2:22][CH2:21][N:20]([CH2:23][CH2:24][CH2:25][C:26]3[O:9][N:8]=[C:1]4[CH2:7][CH2:6][CH2:5][CH2:4][CH2:3][C:2]=34)[CH2:19][CH:18]=2)=[CH:13][CH:12]=1. Reported procedure: By the same reaction and treatment as in Example 48 using cycloheptanone oxime and ethyl 4-(4-(4-chlorophenyl)-1,2,3,6-tetrahydropyridin-1-yl)-n-butyrate, 3-(3-(4-(4-chlorophenyl)-1,2,3,6-tetrahydropyridin-1-yl)propyl)-5,6,7,8-tetrahydro-4H-cyclohepta[c]isoxazole is obtained. The reactants are CCC(C)C(NC(=O)OC(C)(C)C)C(=O)N1CC(F)(F)C(F)(F)C1, Cl. The product is CCC(C)C(N)C(=O)N1CC(F)(F)C(F)(F)C1. As a reaction SMILES: [C:2]([O:3][C:4](=[O:5])[NH:8][CH:9]([CH:10]([CH2:11][CH3:12])[CH3:13])[C:14](=[O:15])[N:16]1[CH2:17][C:18]([F:23])([F:24])[C:19]([F:21])([F:22])[CH2:20]1)([CH3:6])([CH3:7])[CH3:25].[ClH:1]>>[NH2:8][CH:9]([CH:10]([CH2:11][CH3:12])[CH3:13])[C:14](=[O:15])[N:16]1[CH2:17][C:18]([F:23])([F:24])[C:19]([F:21])([F:22])[CH2:20]1.